From a dataset of the Open Reaction Database (ORD), a public repository of structured organic reaction records. describe an organic reaction: reactants, conditions, products, and yield RXN SMILES: [CH3:64][c:65]1[cH:66][cH:67][cH:68][cH:69][cH:70]1.[Na+:58].[Na+:59].[O-:60][C:61](=[O:62])[O-:63].[c:1]1(-[c:7]2[cH:8][c:9](-[c:19]3[c:20]4[cH:21][cH:22][cH:23][cH:24][c:25]4[c:26]([Br:33])[c:27]4[cH:28][cH:29][cH:30][cH:31][c:32]34)[cH:10][cH:11][c:12]2-[c:13]2[cH:14][cH:15][cH:16][cH:17][cH:18]2)[cH:2][cH:3][cH:4][cH:5][cH:6]1.[c:34]1([C:40](=[CH:41][c:42]2[cH:43][cH:44][c:45]([O:48][B:49]([OH:50])[OH:51])[cH:46][cH:47]2)[c:52]2[cH:53][cH:54][cH:55][cH:56][cH:57]2)[cH:35][cH:36][cH:37][cH:38][cH:39]1.[cH:71]1[cH:72][cH:73][c:74]([P:75]([Pd:76]([P:77]([c:78]2[cH:79][cH:80][cH:81][cH:82][cH:83]2)([c:84]2[cH:85][cH:86][cH:87][cH:88][cH:89]2)[c:90]2[cH:91][cH:92][cH:93][cH:94][cH:95]2)([P:96]([c:97]2[cH:98][cH:99][cH:100][cH:101][cH:102]2)([c:103]2[cH:104][cH:105][cH:106][cH:107][cH:108]2)[c:109]2[cH:110][cH:111][cH:112][cH:113][cH:114]2)[P:115]([c:116]2[cH:117][cH:118][cH:119][cH:120][cH:121]2)([c:122]2[cH:123][cH:124][cH:125][cH:126][cH:127]2)[c:128]2[cH:129][cH:130][cH:131][cH:132][cH:133]2)([c:134]2[cH:135][cH:136][cH:137][cH:138][cH:139]2)[c:140]2[cH:141][cH:142][cH:143][cH:144][cH:145]2)[cH:146][cH:147]1>>[c:1]1(-[c:7]2[cH:8][c:9](-[c:19]3[c:20]4[cH:21][cH:22][cH:23][cH:24][c:25]4[c:26](-[c:45]4[cH:44][cH:43][c:42]([CH:41]=[C:40]([c:34]5[cH:35][cH:36][cH:37][cH:38][cH:39]5)[c:52]5[cH:53][cH:54][cH:55][cH:56][cH:57]5)[cH:47][cH:46]4)[c:27]4[cH:28][cH:29][cH:30][cH:31][c:32]34)[cH:10][cH:11][c:12]2-[c:13]2[cH:14][cH:15][cH:16][cH:17][cH:18]2)[cH:2][cH:3][cH:4][cH:5][cH:6]1. Reactants: Cc1ccccc1, [Na+], [Na+], O=C([O-])[O-], Brc1c2ccccc2c(-c2ccc(-c3ccccc3)c(-c3ccccc3)c2)c2ccccc12, OB(O)Oc1ccc(C=C(c2ccccc2)c2ccccc2)cc1, c1ccc(P(c2ccccc2)(c2ccccc2)[Pd](P(c2ccccc2)(c2ccccc2)c2ccccc2)(P(c2ccccc2)(c2ccccc2)c2ccccc2)P(c2ccccc2)(c2ccccc2)c2ccccc2)cc1. Product: C(=C(c1ccccc1)c1ccccc1)c1ccc(-c2c3ccccc3c(-c3ccc(-c4ccccc4)c(-c4ccccc4)c3)c3ccccc23)cc1.